Dataset: the Open Reaction Database (ORD), a public repository of structured organic reaction records. Task: describe an organic reaction: reactants, conditions, products, and yield Starting materials: Cl.C1(CCCCC1)NC1=NC(=NC(=C1C)C)NCC1=NC=CC=C1 (N4-cyclohexyl-5,6-dimethyl-N2-(pyridin-2-ylmethyl)pyrimidine-2,4-diamine hydrochloride), FC(C1=CC=C(CN)C=C1)(F)F ([4-(trifluoromethyl)benzyl]amine). Yields the product C1(CCCCC1)NC1=NC(=NC(=C1C)C)NCC1=CC=C(C=C1)C(F)(F)F (N4-cyclohexyl-5,6-dimethyl-N2-[4-(trifluoromethyl)benzyl]pyrimidine-2,4-diamine). As a reaction SMILES: Cl.[CH:2]1([NH:8][C:9]2[C:14]([CH3:15])=[C:13]([CH3:16])[N:12]=[C:11](NCC3C=CC=CN=3)[N:10]=2)[CH2:7][CH2:6][CH2:5][CH2:4][CH2:3]1.[F:25][C:26]([F:36])([F:35])[C:27]1[CH:34]=[CH:33][C:30]([CH2:31][NH2:32])=[CH:29][CH:28]=1>>[CH:2]1([NH:8][C:9]2[C:14]([CH3:15])=[C:13]([CH3:16])[N:12]=[C:11]([NH:32][CH2:31][C:30]3[CH:33]=[CH:34][C:27]([C:26]([F:35])([F:36])[F:25])=[CH:28][CH:29]=3)[N:10]=2)[CH2:3][CH2:4][CH2:5][CH2:6][CH2:7]1 |f:0.1|. Procedure: The titled compound was synthesized according to the general procedure described for preparation of N4-cyclohexyl-5,6-dimethyl-N2-(pyridin-2-ylmethyl)pyrimidine-2,4-diamine (Example 1) using [4-(trifluoromethyl)benzyl]amine instead of (pyridin-2-ylmethyl)amine. The product was purified by column chromatography eluting with mixture of chloroform/ethanol/20% water solution of ammonia (200:10:1), and then the final product was washed with diethyl ether to afford the titled compound as a white solid...